This data is from the Open Reaction Database (ORD), a public repository of structured organic reaction records. The task is: describe an organic reaction: reactants, conditions, products, and yield The reactants are C#CCCCC (1-hexyne), ClC1=NC=C(C=C1)Cl (2,5-dichloropyridine), palladium dichloro-bis(triphenylphospine). The reagents and catalysts are [Cu]I (copper-(I) iodide), C1(=CC=CC=C1)P(C1=CC=CC=C1)C1=CC=CC=C1 (triphenylphosphine). Solvent: C(C)NCC (diethylamine). Product: C(#CCCCC)C1=NC=C(C=C1)Cl (2-hexynyl-5-chloropyridine). Isolated yield 87.8%. Reaction SMILES: [CH:1]#[C:2][CH2:3][CH2:4][CH2:5][CH3:6].Cl[C:8]1[CH:13]=[CH:12][C:11]([Cl:14])=[CH:10][N:9]=1>C(NCC)C.[Cu]I.C1(P(C2C=CC=CC=2)C2C=CC=CC=2)C=CC=CC=1>[C:1]([C:8]1[CH:13]=[CH:12][C:11]([Cl:14])=[CH:10][N:9]=1)#[C:2][CH2:3][CH2:4][CH2:5][CH3:6]. Reported procedure: 9.0 ml (80 mmol) of 1-hexyne and 6.0 g (40 mmol) of 2,5-dichloropyridine in 80 ml of diethylamine are placed under argon, whereby a pale yellow solution results. Thereto there are added 0.40 g (1.5 mmol) of triphenylphosphine, 0.04 g (0.02 mmol) of copper-(I) iodide as well as 0.24 g (0.9 mmol) of palladium-dichloro-bis(triphenylphospine). The orange solution obtained is subsequently heated to reflux for 24 hours while stirring. Thereafter, the reaction mixture is cooled to 25° and evaporated at... The reactants are C=CCNCC=C, C=CCNc1nc(Cl)nc2ccc([N+](=O)[O-])cc12, O. Yields the product C=CCNc1nc(N(CC=C)CC=C)nc2ccc([N+](=O)[O-])cc12. RXN SMILES: [CH2:19]([CH:20]=[CH2:21])[NH:22][CH2:23][CH:24]=[CH2:25].[CH2:1]([CH:2]=[CH2:3])[NH:4][c:5]1[n:6][c:7]([Cl:18])[n:8][c:9]2[cH:10][cH:11][c:12]([N+:15](=[O:16])[O-:17])[cH:13][c:14]12.[OH2:26]>>[CH2:1]([CH:2]=[CH2:3])[NH:4][c:5]1[n:6][c:7]([N:22]([CH2:19][CH:20]=[CH2:21])[CH2:23][CH:24]=[CH2:25])[n:8][c:9]2[cH:10][cH:11][c:12]([N+:15](=[O:16])[O-:17])[cH:13][c:14]12. Reactants: 3, CC1(C(CC=C1C)C(CO)(CC(=C)C)C)C (2-(2,2,3-trimethylcyclopent-3-en-1-yl)-2,4-dimethyl-4-pentenol), CC=1C=CC(=CC1)S(=O)(=O)O (p-TSA). Solvent: CCCCCCC (heptane). The product is CC1(OCC(C1)(C1C(C(=CC1)C)(C)C)C)C (2,2,4-Trimethyl-4-(2,2,3-trimethylcyclopent-3-en-1-yl)tetrahydrofuran). The yield is 96.8%. RXN SMILES: [CH3:1][C:2]1([CH3:16])[C:6]([CH3:7])=[CH:5][CH2:4][CH:3]1[C:8]([CH3:15])([CH2:11][C:12]([CH3:14])=[CH2:13])[CH2:9][OH:10].CC1C=CC(S(O)(=O)=O)=CC=1>CCCCCCC>[CH3:13][C:12]1([CH3:14])[CH2:11][C:8]([CH3:15])([CH:3]2[CH2:4][CH:5]=[C:6]([CH3:7])[C:2]2([CH3:16])[CH3:1])[CH2:9][O:10]1. Reported procedure: A 1 liter 3 neck round bottomed flask was charged with 600 ml of heptane, 155.3 g of 2-(2,2,3-trimethylcyclopent-3-en-1-yl)-2,4-dimethyl-4-pentenol at 97.7% (0.68 mole) and 0.9 g of p-TSA. The batch was refluxed under nitrogen for 26 hours. Then batch was cooled and washed with 500 ml of 10% sodium carbonate, 500 ml of water and 500 ml of brine. The batch was dried with magnesium sulfate, filtered, and concentrated in vacuo to afford 163.3 g of crude product. Distillation of the product afforded... The reactants are NC1=C2C=CC(=CC2=CC=C1)O (5-amino-2-naphthol), S(=O)(=O)(Cl)Cl (sulfonyl chloride), C(CCCCCCCCCCCCCCCCC)N(C(C1=CC(=CC=C1)S(=O)(=O)Cl)=O)CCCCCCCCCCCCCCCCCC (N,N-dioctadecyl-3-chlorosulfonylbenzamide), Cl (hydrochloric acid). The solvent is N1=CC=CC=C1 (pyridine). Run at time 8 hour. The product is C(CCCCCCCCCCCCCCCCC)N(C(C1=CC(=CC=C1)S(NC1=CC=CC2=CC(=CC=C12)O)(=O)=O)=O)CCCCCCCCCCCCCCCCCC (N,N-Dioctadecyl-3-(6-hydroxy-1-naphthylsulfamoyl)benzamide). Isolated yield 62.5%. RXN SMILES: [NH2:1][C:2]1[CH:11]=[CH:10][CH:9]=[C:8]2[C:3]=1[CH:4]=[CH:5][C:6]([OH:12])=[CH:7]2.S(Cl)(Cl)(=O)=O.[CH2:18]([N:36]([CH2:49][CH2:50][CH2:51][CH2:52][CH2:53][CH2:54][CH2:55][CH2:56][CH2:57][CH2:58][CH2:59][CH2:60][CH2:61][CH2:62][CH2:63][CH2:64][CH2:65][CH3:66])[C:37](=[O:48])[C:38]1[CH:43]=[CH:42][CH:41]=[C:40]([S:44](Cl)(=[O:46])=[O:45])[CH:39]=1)[CH2:19][CH2:20][CH2:21][CH2:22][CH2:23][CH2:24][CH2:25][CH2:26][CH2:27][CH2:28][CH2:29][CH2:30][CH2:31][CH2:32][CH2:33][CH2:34][CH3:35].Cl>N1C=CC=CC=1>[CH2:49]([N:36]([CH2:18][CH2:19][CH2:20][CH2:21][CH2:22][CH2:23][CH2:24][CH2:25][CH2:26][CH2:27][CH2:28][CH2:29][CH2:30][CH2:31][CH2:32][CH2:33][CH2:34][CH3:35])[C:37](=[O:48])[C:38]1[CH:43]=[CH:42][CH:41]=[C:40]([S:44](=[O:45])(=[O:46])[NH:1][C:2]2[C:3]3[C:8](=[CH:7][C:6]([OH:12])=[CH:5][CH:4]=3)[CH:9]=[CH:10][CH:11]=2)[CH:39]=1)[CH2:50][CH2:51][CH2:52][CH2:53][CH2:54][CH2:55][CH2:56][CH2:57][CH2:58][CH2:59][CH2:60][CH2:61][CH2:62][CH2:63][CH2:64][CH2:65][CH3:66]. Procedure details: To a stirred solution of 5-amino-2-naphthol (8.0 g, 0.05 mol) in pyridine (80 ml) was added the sulfonyl chloride, N,N-dioctadecyl-3-chlorosulfonylbenzamide (Example 5) (36.2 g, 0.05 mol). The reaction was stirred overnight at room temperature and then poured into excess dilute hydrochloric acid. The mixture was extracted with dichloromethane, washed with water, dried over magnesium sulfate and suction-filtered through a pad of decolorizing carbon. The filtrate was concentrated to an oil which w... The reactants are ClC(Cl)(Cl)Cl, CO, ClC1=C(Cl)[SH](Cl)NN=N1, ClC1=C[SH](Cl)NN(Cl)N1. The product is CO[SH]1C=C(Cl)NN(Cl)N1. Reaction SMILES: [C:21]([Cl:22])([Cl:23])([Cl:24])[Cl:25].[CH3:10][OH:11].[Cl:12][SH:13]1[C:14]([Cl:15])=[C:16]([Cl:17])[N:18]=[N:19][NH:20]1.[Cl:1][SH:2]1[NH:3][N:4]([Cl:9])[NH:5][C:6]([Cl:8])=[CH:7]1>>[SH:2]1([O:11][CH3:10])[NH:3][N:4]([Cl:9])[NH:5][C:6]([Cl:8])=[CH:7]1. The reagents and catalysts are [Cu]I (CuI). Run at temperature 110 celsius. The solvent is C1(=CC=CC=C1)C (toluene), C(Cl)(Cl)Cl (chloroform). The reactants are OC1CN2CCC1CC2 (3-Hydroxy quinuclidine), IC1=CC=C(C=C1)I (1,4-diiodobenzene), N1=CC=CC2=CC=C3C=CC=NC3=C12 (1,10-phenanthroline). RXN SMILES: [OH:1][CH:2]1[CH:7]2[CH2:8][CH2:9][N:4]([CH2:5][CH2:6]2)[CH2:3]1.[I:10][C:11]1[CH:16]=[CH:15][C:14](I)=[CH:13][CH:12]=1.N1C2C(=CC=C3C=2N=CC=C3)C=CC=1>C1(C)C=CC=CC=1.C(Cl)(Cl)Cl.[Cu]I>[I:10][C:11]1[CH:16]=[CH:15][C:14]([O:1][CH:2]2[CH:7]3[CH2:8][CH2:9][N:4]([CH2:5][CH2:6]3)[CH2:3]2)=[CH:13][CH:12]=1. Yields the product IC1=CC=C(OC2CN3CCC2CC3)C=C1 (3-(4-iodophenoxy)quinuclidine). Procedure: 3-Hydroxy quinuclidine (Aldrich, 2.54 g, 20 mmol) in toluene (anhydrous, Aldrich, 50 mL) was treated with 1,4-diiodobenzene (Aldrich, 7.9 g, 24 mmol), CuI (Strem Chemicals, 0.38 g, 2 mmol), and 1,10-phenanthroline (Aldrich, 0.72 g, 4 mmol) and heated at 110° C. for 40 hours. The reaction mixture was allowed to cool to room temperature, diluted with chloroform (100 mL), and washed with water (2×10 mL). The organic phase was concentrated and the title compound was purified by chromatography (SiO2,...